This data is from the Open Reaction Database (ORD), a public repository of structured organic reaction records. The task is: describe an organic reaction: reactants, conditions, products, and yield Reactants: N#Cc1cccc(CBr)c1, CS(C)=O, Nc1n[nH]c2cccc(F)c12, [K+], [OH-], O. Yields the product N#Cc1cccc(Cn2nc(N)c3c(F)cccc32)c1. Reaction SMILES: [C:14](#[N:15])[c:16]1[cH:17][c:18]([CH2:19][Br:20])[cH:21][cH:22][cH:23]1.[CH3:25][S:26](=[O:27])[CH3:28].[F:3][c:4]1[c:5]2[c:6]([NH2:13])[n:7][nH:8][c:9]2[cH:10][cH:11][cH:12]1.[K+:2].[OH-:1].[OH2:24]>>[F:3][c:4]1[c:5]2[c:6]([NH2:13])[n:7][n:8]([CH2:19][c:18]3[cH:17][c:16]([C:14]#[N:15])[cH:23][cH:22][cH:21]3)[c:9]2[cH:10][cH:11][cH:12]1. Starting materials: CC(=O)O, CSC(=C[N+](=O)[O-])SC, OO. The product is CSC(=C[N+](=O)[O-])S(C)=O. As a reaction SMILES: [CH3:12][C:13](=[O:14])[OH:15].[CH3:3][S:4][C:5](=[CH:6][N+:7](=[O:8])[O-:9])[S:10][CH3:11].[OH:1][OH:2]>>[O:1]=[S:4]([CH3:3])[C:5](=[CH:6][N+:7](=[O:8])[O-:9])[S:10][CH3:11]. Reactants: BrC1=CC(=CC=C1)[N+](=O)[O-] (1-bromo-3-nitrobenzene), Cl.Cl.C(C)(C)N1[C@@H]2CN[C@H](C1)C2 ((1S,4S)-2-isopropyl-2,5-diazabicyclo[2.2.1]heptane dihydrochloride), CC(C)([O-])C.[Na+] (sodium tert-butoxide), C=1C=CC(=CC1)P(C=2C=CC=CC2)C3=CC=C4C=CC=CC4=C3C5=C6C=CC=CC6=CC=C5P(C=7C=CC=CC7)C=8C=CC=CC8 (BINAP). Reagents/catalysts: C=1C=CC(=CC1)/C=C/C(=O)/C=C/C2=CC=CC=C2.C=1C=CC(=CC1)/C=C/C(=O)/C=C/C2=CC=CC=C2.C=1C=CC(=CC1)/C=C/C(=O)/C=C/C2=CC=CC=C2.[Pd].[Pd] (tris(dibenzylideneacetone)dipalladium). Run in C1(=CC=CC=C1)C (toluene), C(C)(=O)OCC (ethyl acetate). Reaction conditions: temperature 40 celsius. The product is C(C)(C)N1[C@@H]2CN([C@H](C1)C2)C2=CC(=CC=C2)[N+](=O)[O-] ((1S,4S)-2-isopropyl-5-(3-nitrophenyl)-2,5-diazabicyclo[2.2.1]heptane). Yield: 78.4%. As a reaction SMILES: C1C=CC(P(C2C(C3C(P(C4C=CC=CC=4)C4C=CC=CC=4)=CC=C4C=3C=CC=C4)=C3C(C=CC=C3)=CC=2)C2C=CC=CC=2)=CC=1.Br[C:48]1[CH:53]=[CH:52][CH:51]=[C:50]([N+:54]([O-:56])=[O:55])[CH:49]=1.Cl.Cl.[CH:59]([N:62]1[CH2:67][C@@H:66]2[CH2:68][C@H:63]1[CH2:64][NH:65]2)([CH3:61])[CH3:60].CC(C)([O-])C.[Na+]>C1(C)C=CC=CC=1.C(OCC)(=O)C.C1C=CC(/C=C/C(/C=C/C2C=CC=CC=2)=O)=CC=1.C1C=CC(/C=C/C(/C=C/C2C=CC=CC=2)=O)=CC=1.C1C=CC(/C=C/C(/C=C/C2C=CC=CC=2)=O)=CC=1.[Pd].[Pd]>[CH:59]([N:62]1[CH2:67][C@@H:66]2[CH2:68][C@H:63]1[CH2:64][N:65]2[C:48]1[CH:53]=[CH:52][CH:51]=[C:50]([N+:54]([O-:56])=[O:55])[CH:49]=1)([CH3:61])[CH3:60] |f:2.3.4,5.6,9.10.11.12.13|. Reported procedure: A solution of BINAP (0.47 g, 0.75 mmol) and tris(dibenzylideneacetone)dipalladium (0) (0.34 g, 0.37 mmol) in toluene (120 mL) was heated to 90° C. during 15 minutes under nitrogen. The reaction mixture was cooled to 40° C. before adding 1-bromo-3-nitrobenzene (1.89 g, 9.37 mmol), (1S,4S)-2-isopropyl-2,5-diazabicyclo[2.2.1]heptane dihydrochloride (2.0 g, 9.37 mmol) and sodium tert-butoxide (3.14 g, 32.74 mmol). The reaction was heated to 90° C. during 18 hours under nitrogen. After return to room... Starting materials: Cl (hydrochloric acid), C(=CCC)OC1=CC=C(C=C1)[N+](=O)[O-] (4-butenyloxynitrobenzene), [OH-].[Na+] (sodium hydroxide). The reagents and catalysts are [Fe] (iron). Solvent: O (water), O (water). Conditions: time 4 hour. The product is C(=CCC)OC1=CC=C(N)C=C1 (4-Butenyloxyaniline). Reaction SMILES: Cl.[CH:2]([O:6][C:7]1[CH:12]=[CH:11][C:10]([N+:13]([O-])=O)=[CH:9][CH:8]=1)=[CH:3][CH2:4][CH3:5].[OH-].[Na+]>O.[Fe]>[CH:2]([O:6][C:7]1[CH:8]=[CH:9][C:10]([NH2:13])=[CH:11][CH:12]=1)=[CH:3][CH2:4][CH3:5] |f:2.3|. Procedure details: A 200 ml flask equipped with a mechanical stirrer, condenser, thermometer and heating mantle was charged with iron powder (26.0 g, 464 mmol) and 30 ml of water. This mixture was heated on a steam bath for 30 minutes. Concentrated hydrochloric acid (7 ml) and 4-butenyloxynitrobenzene (14.0 g, 72 mmol) were added dropwise simultaneously. After the addition was complete, the reaction mixture was stirred on a steam bath for an additional four hours. The reaction mixture was quenched by slowly adding... Starting materials: BrC=1C(NN=CC1NCC1=CC(=C(C=C1)OC)OCCN1CCN(CC1)CC1=CC=C(C=C1)Cl)=O (4-bromo-5-[3-{2-(4-(4-chlorobenzyl)-piperazin-1-yl)-ethoxy}-4-methoxybenzylamino]-3(2H)-pyridazinone), C(\C=C\C(=O)O)(=O)O (fumaric acid), C(Cl)(Cl)Cl (chloroform). Run in C(C)OCC (Diethyl ether). Reaction conditions: time 3 hour. The product is C(\C=C\C(=O)O)(=O)O.BrC=1C(NN=CC1NCC1=CC(=C(C=C1)OC)OCCN1CCN(CC1)CC1=CC=C(C=C1)Cl)=O (4-Bromo-5-[3-{2-(4-(4-chlorobenzyl)-piperazin-1-yl)-ethoxy}-4-methoxybenzylamino]-3(2H)-pyridazinone fumarate). The yield is 62.2%. Reaction SMILES: [Br:1][C:2]1[C:3](=[O:35])[NH:4][N:5]=[CH:6][C:7]=1[NH:8][CH2:9][C:10]1[CH:15]=[CH:14][C:13]([O:16][CH3:17])=[C:12]([O:18][CH2:19][CH2:20][N:21]2[CH2:26][CH2:25][N:24]([CH2:27][C:28]3[CH:33]=[CH:32][C:31]([Cl:34])=[CH:30][CH:29]=3)[CH2:23][CH2:22]2)[CH:11]=1.[C:36]([OH:43])(=[O:42])/[CH:37]=[CH:38]/[C:39]([OH:41])=[O:40].C(Cl)(Cl)Cl>C(OCC)C>[C:36]([OH:43])(=[O:42])/[CH:37]=[CH:38]/[C:39]([OH:41])=[O:40].[Br:1][C:2]1[C:3](=[O:35])[NH:4][N:5]=[CH:6][C:7]=1[NH:8][CH2:9][C:10]1[CH:15]=[CH:14][C:13]([O:16][CH3:17])=[C:12]([O:18][CH2:19][CH2:20][N:21]2[CH2:26][CH2:25][N:24]([CH2:27][C:28]3[CH:29]=[CH:30][C:31]([Cl:34])=[CH:32][CH:33]=3)[CH2:23][CH2:22]2)[CH:11]=1 |f:4.5|. Procedure details: A mixture comprising 163 mg of 4-bromo-5-[3-{2-(4-(4-chlorobenzyl)-piperazin-1-yl)-ethoxy}-4-methoxybenzylamino]-3(2H)-pyridazinone, 33 mg of fumaric acid and 4 ml of chloroform, was stirred at room temperature for 3 hours. Diethyl ether was added to the reaction solution for crystallization to obtain 120 mg of the above-identified compound as white crystals having a melting point of from 178-185° C. Starting materials: OC1=CC=C(C=C1)C(=C(CCO)C1=CC=CC=C1)C1=CC=CC=C1 (4-(4-hydroxyphenyl)-3,4-diphenyl-but-3-en-1-ol), CSCCCl (2-chloroethyl methyl sulfide). Product: CSCCOC1=CC=C(C=C1)\C(=C(\CCO)/C1=CC=CC=C1)\C1=CC=CC=C1 ((Z)-4-[4-(2-Methylsulfanylethoxy)phenyl]-3,4-diphenyl-but-3-en-1-ol). As a reaction SMILES: [OH:1][C:2]1[CH:7]=[CH:6][C:5]([C:8]([C:19]2[CH:24]=[CH:23][CH:22]=[CH:21][CH:20]=2)=[C:9]([C:13]2[CH:18]=[CH:17][CH:16]=[CH:15][CH:14]=2)[CH2:10][CH2:11][OH:12])=[CH:4][CH:3]=1.[CH3:25][S:26][CH2:27][CH2:28]Cl>>[CH3:25][S:26][CH2:27][CH2:28][O:1][C:2]1[CH:3]=[CH:4][C:5](/[C:8](/[C:19]2[CH:20]=[CH:21][CH:22]=[CH:23][CH:24]=2)=[C:9](\[C:13]2[CH:14]=[CH:15][CH:16]=[CH:17][CH:18]=2)/[CH2:10][CH2:11][OH:12])=[CH:6][CH:7]=1. Reported procedure: The compound is prepared by using the method described in the example 1a starting from 4-(4-hydroxyphenyl)-3,4-diphenyl-but-3-en-1-ol (preparation described in U.S. Pat. No. 4,996,225) and 2-chloroethyl methyl sulfide. Reactants: CON(C(=O)C=1C(=NC(=NC1)SCC)N)C (4-amino-2-ethylsulfanyl-pyrimidine-5-carboxylic acid methoxy-methyl-amide), FC1=CC(=C(C(=C1)C)OC)I (1-fluoro-3-iodo-4-methoxy-5-methyl-benzene). Yields the product NC1=NC(=NC=C1C(=O)C1=C(C(=CC(=C1)F)C)OC)SCC ((4-amino-2-ethylsulfanyl-pyrimidin-5-yl)-(5-fluoro-2-methoxy-3-methyl-phenyl)-methanone). RXN SMILES: CON(C)[C:4]([C:6]1[C:7]([NH2:15])=[N:8][C:9]([S:12][CH2:13][CH3:14])=[N:10][CH:11]=1)=[O:5].[F:17][C:18]1[CH:23]=[C:22]([CH3:24])[C:21]([O:25][CH3:26])=[C:20](I)[CH:19]=1>>[NH2:15][C:7]1[C:6]([C:4]([C:20]2[CH:19]=[C:18]([F:17])[CH:23]=[C:22]([CH3:24])[C:21]=2[O:25][CH3:26])=[O:5])=[CH:11][N:10]=[C:9]([S:12][CH2:13][CH3:14])[N:8]=1. Reported procedure: The same procedure as described in Example 376 was used, starting from 4-amino-2-ethylsulfanyl-pyrimidine-5-carboxylic acid methoxy-methyl-amide (Example 1) and 1-fluoro-3-iodo-4-methoxy-5-methyl-benzene (Example 382) to give (4-amino-2-ethylsulfanyl-pyrimidin-5-yl)-(5-fluoro-2-methoxy-3-methyl-phenyl)-methanone. MS (M+H)+, 322. Reactants: CNOC, O=C(O)c1[nH]c2c(Cl)cccc2c1[N+](=O)[O-], Cl, O, O=S(Cl)Cl, c1ccncc1. Yields the product CON(C)C(=O)c1[nH]c2c(Cl)cccc2c1[N+](=O)[O-]. RXN SMILES: [CH3:18][NH:19][O:20][CH3:21].[Cl:1][c:2]1[cH:3][cH:4][cH:5][c:6]2[c:7]([N+:14](=[O:15])[O-:16])[c:8]([C:11](=[O:12])[OH:13])[nH:9][c:10]12.[ClH:17].[OH2:28].[S:29]([Cl:30])([Cl:31])=[O:32].[cH:22]1[cH:23][cH:24][n:25][cH:26][cH:27]1>>[Cl:1][c:2]1[cH:3][cH:4][cH:5][c:6]2[c:7]([N+:14](=[O:15])[O-:16])[c:8]([C:11](=[O:13])[N:19]([CH3:18])[O:20][CH3:21])[nH:9][c:10]12. The reactants are ClC=1SC(=CN1)CN(C(SC)=N[N+](=O)[O-])C(CC)=O (N-(2-chloro-5-thiazolylmethyl)-S-methyl-N'-nitro-N-propionylisothiourea), CN.CO (methylamine methanol), Cl (hydrochloric acid). Solvent: C1(=CC=CC=C1)C (toluene). Reaction conditions: time 3 hour. Product: ClC=1SC(=CN1)CN(C(=N[N+](=O)[O-])NC)C(CC)=O (1-(2-chloro-5-thiazolylmethyl)-3-methyl-2-nitro-1-propionylguanidine). The yield is 40.9%. RXN SMILES: [Cl:1][C:2]1[S:3][C:4]([CH2:7][N:8]([C:16](=[O:19])[CH2:17][CH3:18])[C:9](=[N:12][N+:13]([O-:15])=[O:14])SC)=[CH:5][N:6]=1.[CH3:20][NH2:21].CO.Cl>C1(C)C=CC=CC=1>[Cl:1][C:2]1[S:3][C:4]([CH2:7][N:8]([C:16](=[O:19])[CH2:17][CH3:18])[C:9]([NH:21][CH3:20])=[N:12][N+:13]([O-:15])=[O:14])=[CH:5][N:6]=1 |f:1.2|. Reported procedure: To a solution of N-(2-chloro-5-thiazolylmethyl)-S-methyl-N'-nitro-N-propionylisothiourea (310 mg) in toluene (5 ml) was added 40% methylamine-methanol solution (75 mg) below -10° C. and the mixture was stirred at the same temperature for 3 hours. After addition of 2N hydrochloric acid (5 ml) under ice-cooling, the mixture was extracted with AcOEt (10 ml). The organic layer was washed with an aqueous saturated sodium bicarbonate solution, dried over MgSO4 and concentrated in vacuo. The resulting ...